Dataset: the Open Reaction Database (ORD), a public repository of structured organic reaction records. Task: describe an organic reaction: reactants, conditions, products, and yield Reagents/catalysts: [Pd] (palladium on carbon). Isolated yield 54.4%. Conditions: temperature 100 celsius. Yields the product C(CCC)C1C(C2CCC(C1)C2)=O (3-butylbicyclo[3.2.1]octan-2-one). Run in C(C)(C)O (isopropanol). As a reaction SMILES: [CH2:1]([CH:5]1[CH2:11][CH:10]2[CH2:12][CH:7]([CH:8]=[CH:9]2)[C:6]1=[O:13])[CH2:2][CH2:3][CH3:4].[H][H]>[Pd].C(O)(C)C>[CH2:1]([CH:5]1[CH2:11][CH:10]2[CH2:12][CH:7]([CH2:8][CH2:9]2)[C:6]1=[O:13])[CH2:2][CH2:3][CH3:4]. The reactants are C(CCC)C1C(C2C=CC(C1)C2)=O (3-Butylbicyclo[3.2.1]oct-6-en-2-one), stainless steel, [H][H] (hydrogen). Reported procedure: 3-Butylbicyclo[3.2.1]oct-6-en-2-one (100 g, synthesized as above) was placed in a stainless steel autoclave with isopropanol (50 g) and palladium on carbon (Pd/C, 1 g). The mixture was placed under 300 psi of hydrogen gas (H2) and heated at 100° C. until gas uptake ceased. The resulting material was removed from the autoclave, filtered, and distilled to yield 3-butylbicyclo[3.2.1]octan-2-one (55 g). Starting materials: C(C)(=O)OC(C)C1=NOC2=C1C=CC=C2 (3-(1-acetoxyethyl)-1,2-benzisoxazole), [OH-].[K+] (potassium hydroxide), C(C)O (ethanol). Reaction conditions: time 1 hour. The solvent is O (water). Product: O1N=C(C2=C1C=CC=C2)C(C)O (1-(1,2-benzisoxazol-3-yl)ethanol). Reaction SMILES: C([O:4][CH:5]([C:7]1[C:11]2[CH:12]=[CH:13][CH:14]=[CH:15][C:10]=2[O:9][N:8]=1)[CH3:6])(=O)C.[OH-].[K+].C(O)C>O>[O:9]1[C:10]2[CH:15]=[CH:14][CH:13]=[CH:12][C:11]=2[C:7]([CH:5]([OH:4])[CH3:6])=[N:8]1 |f:1.2|. Procedure: A mixture of 2.6 g of 3-(1-acetoxyethyl)-1,2-benzisoxazole, 0.9 g of potassium hydroxide, 40 ml of ethanol and 3 ml of water is stirred for 1 h at room temperature. The reaction mixture is then concentrated under vacuum and diluted with water. This aqueous phase is extracted three times with diethyl ether, the combined ethereal extracts are then washed with a saturated solution of sodium chloride and dried over sodium sulfate, giving 1-(1,2-benzisoxazol-3-yl)ethanol as an oil having a refractive... Starting materials: BrC1=C(C=C(C(=C1)C(=O)OC)OC(C)C)C1=C(C=C(C=C1)F)F (methyl 2-bromo-2′,4′-difluoro-5-isopropoxybiphenyl-4-carboxylate), C1(CC1)B(O)O (cyclopropylboronic acid), C1(CCCCC1)P(C1=C(C=CC=C1)C1=C(C=CC=C1OC)OC)C1CCCCC1 (dicyclohexyl(2′,6′-dimethoxybiphenyl-2-yl)phosphine), C([O-])([O-])=O.[Na+].[Na+] (sodium carbonate). Reagents/catalysts: C=1C=CC(=CC1)/C=C/C(=O)/C=C/C2=CC=CC=C2.C=1C=CC(=CC1)/C=C/C(=O)/C=C/C2=CC=CC=C2.C=1C=CC(=CC1)/C=C/C(=O)/C=C/C2=CC=CC=C2.[Pd].[Pd] (tris(dibenzylideneacetone)dipalladium(0)). The solvent is C1(=CC=CC=C1)C (toluene). Run at time 30 minute. The product is C1(CC1)C1=C(C=C(C(=C1)CO)OC(C)C)C1=C(C=C(C=C1)F)F ((2-Cyclopropyl-2′,4′-difluoro-5-isopropoxybiphenyl-4-yl)methanol). The yield is 98.0%. RXN SMILES: Br[C:2]1[CH:7]=[C:6]([C:8](OC)=[O:9])[C:5]([O:12][CH:13]([CH3:15])[CH3:14])=[CH:4][C:3]=1[C:16]1[CH:21]=[CH:20][C:19]([F:22])=[CH:18][C:17]=1[F:23].[CH:24]1(B(O)O)[CH2:26][CH2:25]1.C1(P(C2CCCCC2)C2C=CC=CC=2C2C(OC)=CC=CC=2OC)CCCCC1.C(=O)([O-])[O-].[Na+].[Na+]>C1C=CC(/C=C/C(/C=C/C2C=CC=CC=2)=O)=CC=1.C1C=CC(/C=C/C(/C=C/C2C=CC=CC=2)=O)=CC=1.C1C=CC(/C=C/C(/C=C/C2C=CC=CC=2)=O)=CC=1.[Pd].[Pd].C1(C)C=CC=CC=1>[CH:24]1([C:2]2[CH:7]=[C:6]([CH2:8][OH:9])[C:5]([O:12][CH:13]([CH3:15])[CH3:14])=[CH:4][C:3]=2[C:16]2[CH:21]=[CH:20][C:19]([F:22])=[CH:18][C:17]=2[F:23])[CH2:26][CH2:25]1 |f:3.4.5,6.7.8.9.10|. Procedure: A mixture of methyl 2-bromo-2′,4′-difluoro-5-isopropoxybiphenyl-4-carboxylate (4.90 g), cyclopropylboronic acid (3.28 g), dicyclohexyl(2′,6′-dimethoxybiphenyl-2-yl)phosphine (0.783 g), a 2 M aqueous sodium carbonate solution (30.8 mL), tris(dibenzylideneacetone)dipalladium(0) (0.815 g), and toluene (50 mL) was stirred overnight at 100° C. in an argon atmosphere. The reaction mixture was allowed to cool to room temperature. Then, the organic layer was separated, washed with saturated saline, and ... Reactants: ClC1=C(N)C(=CC=C1)Cl (2,6-dichloro-aniline), CN=C=S (methyl isothiocyanate). The solvent is C(C)O (ethanol). Yields the product CNC(=S)NC1=C(C=CC=C1Cl)Cl (N-methyl-N'-(2,6-dichloro-phenyl)thiourea). As a reaction SMILES: [Cl:1][C:2]1[CH:8]=[CH:7][CH:6]=[C:5]([Cl:9])[C:3]=1[NH2:4].[CH3:10][N:11]=[C:12]=[S:13]>C(O)C>[CH3:10][NH:11][C:12]([NH:4][C:3]1[C:2]([Cl:1])=[CH:8][CH:7]=[CH:6][C:5]=1[Cl:9])=[S:13]. Procedure details: 130 g of 2,6-dichloro-aniline, 100 g of methyl isothiocyanate and 300 ml of 95% ethanol are refluxed during 14 hours, with stirring. The resulting solution is cooled in the freezer: the white solid formed is filtered and washed with isopropyl oxide. After recrystallization from isopropanol, 65 g of product (III : R = CH3), m.p. = 184° C, are collected. Procedure: 4-Amino-5-chloro-N-((1-(5-(3,4-dichlorobenzylamino)pentyl)-piperidin-4-yl)methyl)-2-methoxybenzamide (2.0 g) as starting compound, acetaldehyde (0.27 ml) and sodium cyanoborohydride (0.3 g) were reacted and treated in the same manner as in Example 136 to give 0.82 g of 4-amino-5-chloro-N-((1-(5-(N-(3,4-dichlorobenzyl)-N-ethylamino)pentyl)-piperidin-4-yl)methyl)-2-methoxybenzamide. Yields the product NC1=CC(=C(C(=O)NCC2CCN(CC2)CCCCCN(CC)CC2=CC(=C(C=C2)Cl)Cl)C=C1Cl)OC (4-amino-5-chloro-N-((1-(5-(N-(3,4-dichlorobenzyl)-N-ethylamino)pentyl)-piperidin-4-yl)methyl)-2-methoxybenzamide). The reactants are NC1=CC(=C(C(=O)NCC2CCN(CC2)CCCCCNCC2=CC(=C(C=C2)Cl)Cl)C=C1Cl)OC (4-Amino-5-chloro-N-((1-(5-(3,4-dichlorobenzylamino)pentyl)-piperidin-4-yl)methyl)-2-methoxybenzamide), C(C)=O (acetaldehyde), C(#N)[BH3-].[Na+] (sodium cyanoborohydride). As a reaction SMILES: [NH2:1][C:2]1[C:32]([Cl:33])=[CH:31][C:5]([C:6]([NH:8][CH2:9][CH:10]2[CH2:15][CH2:14][N:13]([CH2:16][CH2:17][CH2:18][CH2:19][CH2:20][NH:21][CH2:22][C:23]3[CH:28]=[CH:27][C:26]([Cl:29])=[C:25]([Cl:30])[CH:24]=3)[CH2:12][CH2:11]2)=[O:7])=[C:4]([O:34][CH3:35])[CH:3]=1.[CH:36](=O)[CH3:37].C([BH3-])#N.[Na+]>>[NH2:1][C:2]1[C:32]([Cl:33])=[CH:31][C:5]([C:6]([NH:8][CH2:9][CH:10]2[CH2:11][CH2:12][N:13]([CH2:16][CH2:17][CH2:18][CH2:19][CH2:20][N:21]([CH2:22][C:23]3[CH:28]=[CH:27][C:26]([Cl:29])=[C:25]([Cl:30])[CH:24]=3)[CH2:36][CH3:37])[CH2:14][CH2:15]2)=[O:7])=[C:4]([O:34][CH3:35])[CH:3]=1 |f:2.3|. Reactants: C[C@@H]1CC[C@H](CC1)NC(C=CC1=CC(=C(C=C1)OCC(=O)O)OC)=O (N-(trans-4-methylcyclohexyl)-4-(carboxymethoxy)-3-methoxycinnamamide). The reagents and catalysts are [C].[Pd] (palladium-carbon). The solvent is CO (methanol). Yields the product C[C@@H]1CC[C@H](CC1)NC(CCC1=CC(=C(C=C1)OCC(=O)O)OC)=O (N-(trans-4-methylcyclohexyl) -3-[4-(carboxymethoxy)-3-methoxyphenyl]propionamide). As a reaction SMILES: [CH3:1][C@H:2]1[CH2:7][CH2:6][C@H:5]([NH:8][C:9](=[O:25])[CH:10]=[CH:11][C:12]2[CH:17]=[CH:16][C:15]([O:18][CH2:19][C:20]([OH:22])=[O:21])=[C:14]([O:23][CH3:24])[CH:13]=2)[CH2:4][CH2:3]1>[C].[Pd].CO>[CH3:1][C@H:2]1[CH2:3][CH2:4][C@H:5]([NH:8][C:9](=[O:25])[CH2:10][CH2:11][C:12]2[CH:17]=[CH:16][C:15]([O:18][CH2:19][C:20]([OH:22])=[O:21])=[C:14]([O:23][CH3:24])[CH:13]=2)[CH2:6][CH2:7]1 |f:1.2|. Procedure: Using 0.5 of N-(trans-4-methylcyclohexyl)-4-(carboxymethoxy)-3-methoxycinnamamide (Example 172), 0.025 g of 10% palladium-carbon, and 70 ml of methanol, a reaction similar to that conducted in Example 147 was carried out. As a result, 0.34 g of N-(trans-4-methylcyclohexyl) -3-[4-(carboxymethoxy)-3-methoxyphenyl]propionamide (a compound of the present invention) was obtained as white crystal, which had the following physiochemical properties: Starting materials: FC1=C(C=C(C=O)C=C1)[N+](=O)[O-] (4-fluoro-3-nitrobenzaldehyde), [OH-].[Na+] (sodium hydroxide), C(C)C1=CC=C(C=C1)S (4-ethylbenzenethiol). The reagents and catalysts are [Br-].C(CCC)[N+](CCCC)(CCCC)CCCC (tetrabutylammonium bromide). Run in C1(=CC=CC=C1)C (toluene). Reaction conditions: temperature 25 celsius, time 5 minute. Product: C(C)C1=CC=C(C=C1)SC1=C(C=C(C=O)C=C1)[N+](=O)[O-] (4-[(4-ethylphenyl)thio]-3-nitrobenzaldehyde). The yield is 72.5%. Reaction SMILES: [OH-].[Na+].[CH2:3]([C:5]1[CH:10]=[CH:9][C:8]([SH:11])=[CH:7][CH:6]=1)[CH3:4].F[C:13]1[CH:20]=[CH:19][C:16]([CH:17]=[O:18])=[CH:15][C:14]=1[N+:21]([O-:23])=[O:22]>[Br-].C([N+](CCCC)(CCCC)CCCC)CCC.C1(C)C=CC=CC=1>[CH2:3]([C:5]1[CH:10]=[CH:9][C:8]([S:11][C:13]2[CH:20]=[CH:19][C:16]([CH:17]=[O:18])=[CH:15][C:14]=2[N+:21]([O-:23])=[O:22])=[CH:7][CH:6]=1)[CH3:4] |f:0.1,4.5|. Procedure details: A 2.5 mol/L sodium hydroxide aqueous solution (2.0 mL, 4.9 mmol), and tetrabutylammonium bromide (0.019 g, 0.58 mmol) were added to 4-ethylbenzenethiol (0.20 g, 1.2 mmol), followed by stirring at 25° C. for 5 minutes. A toluene solution (2.0 mL) of 4-fluoro-3-nitrobenzaldehyde (0.20 g, 1.2 mmol) was added to the reaction liquid, followed by stirring at 25° C. for 12 hours. After the conventional post-reaction treatment, the product was purified by silica gel column chromatography (eluted by chlo...